Dataset: the Open Reaction Database (ORD), a public repository of structured organic reaction records. Task: describe an organic reaction: reactants, conditions, products, and yield Starting materials: Cl.NC1=NC=CC(=C1)OC1=C(C=C(C=C1)NC1=C(C(=O)NC2=C(C=C(C=C2)F)F)C=CC=N1)F (2-(4-(2-Aminopyridin-4-yloxy)-3-fluorophenylamino)-N-(2,4-difluorophenyl)nicotinamide, hydrochloride salt), Cl.NC1=NC=CC(=C1)OC1=C(C=C(C=C1)NC1=C(C(=O)NC2=C(C=C(C=C2)F)F)C=CC=N1)F (2-(4-(2-Aminopyridin-4-yloxy)-3-fluorophenylamino)-N-(2,4-difluorophenyl)nicotinamide, hydrochloride salt), Cl.N1C=CC=2C1=NC=CC2OC2=C(C=C(C=C2)NC2=CC=NC=C2C(=O)NC2=C(C=C(C=C2)F)F)F (4-(4-(1H-Pyrrolo[2,3-b]pyridin-4-yloxy)-3-fluorophenylamino)-N-(2,4-difluorophenyl)nicotinamide, hydrochloride salt). Yields the product FC1=C(C=CC(=C1)F)NC(=O)C=1C=NC=CC1NC1=CC(=C(OC2=CC(=NC=C2)C(=O)N)C=C1)F (4-(4-(3-(2,4-Difluorophenylcarbamoyl)pyridin-4-ylamino)-2-fluorophenoxy)picolinamide). Yield: 12.0%. Reaction SMILES: Cl.NC1C=C(OC2C=CC(NC3N=CC=CC=3[C:19]([NH:21]C3C=CC(F)=CC=3F)=[O:20])=CC=2F)C=CN=1.Cl.N1[C:40]2=[N:41][CH:42]=[CH:43][C:44]([O:45][C:46]3[CH:51]=[CH:50][C:49]([NH:52][C:53]4[C:58]([C:59]([NH:61][C:62]5[CH:67]=[CH:66][C:65]([F:68])=[CH:64][C:63]=5[F:69])=[O:60])=[CH:57][N:56]=[CH:55][CH:54]=4)=[CH:48][C:47]=3[F:70])=[C:39]2C=C1>>[F:69][C:63]1[CH:64]=[C:65]([F:68])[CH:66]=[CH:67][C:62]=1[NH:61][C:59]([C:58]1[CH:57]=[N:56][CH:55]=[CH:54][C:53]=1[NH:52][C:49]1[CH:50]=[CH:51][C:46]([O:45][C:44]2[CH:43]=[CH:42][N:41]=[C:40]([C:19]([NH2:21])=[O:20])[CH:39]=2)=[C:47]([F:70])[CH:48]=1)=[O:60] |f:0.1,2.3|. Reported procedure: 4-(4-Amino-2-fluorophenoxy)picolinamide (0.12 g, 0.50 mmol, Compound C of Example 3) was converted to the desired compound (0.030 g, 12%) in a manner similar to the preparation of 4-(4-(1H-pyrrolo[2,3-b]pyridin-4-yloxy)-3-fluorophenylamino)-N-(2,4-di-fluorophenyl)nicotinamide (Step D of Example 1). The reactants are FC=1C(=NC=C(C1)Cl)C(=O)N (3-fluoro-5-chloro-2-pyridinecarboxamide), Cl (hydrochloric acid), O1CCOCC1 (dioxane), FC(C(=O)OC(C(F)(F)F)=O)(F)F (trifluoroacetic anhydride). Run in N1=CC=CC=C1 (pyridine). Product: FC=1C(=NC=C(C1)Cl)C#N (3-Fluoro-5-chloro-2-cyanopyridine). Isolated yield 91.5%. As a reaction SMILES: [F:1][C:2]1[C:3]([C:9]([NH2:11])=O)=[N:4][CH:5]=[C:6]([Cl:8])[CH:7]=1.O1CCOCC1.FC(F)(F)C(OC(=O)C(F)(F)F)=O.Cl>N1C=CC=CC=1>[F:1][C:2]1[C:3]([C:9]#[N:11])=[N:4][CH:5]=[C:6]([Cl:8])[CH:7]=1. Reported procedure: 1.39 g of 3-fluoro-5-chloro-2-pyridinecarboxamide (Example H7) are initially introduced into 8 ml of absolute dioxane, and 1.3 ml of dry pyridine are added. 1.30 ml of trifluoroacetic anhydride are slowly added with a syringe, while stirring and cooling in an ice-bath, and the mixture is subsequently stirred for 30 minutes. The resulting reaction mixture is poured onto 1N hydrochloric acid at 25° C. and extracted with diethyl ether. The ether phase is washed with dilute hydrochloric acid, water,... The reactants are O=C(Cl)c1ccccc1, NCCc1ccccc1, ClCCl, CC(Cl)C(=O)Cl, [Na+], [OH-], O, c1ccc(C2NCCc3ccccc32)cc1, c1ccc2cnccc2c1. Product: CC(Cl)C(=O)N1CCc2ccccc2C1c1ccccc1. RXN SMILES: [C:10]([Cl:11])(=[O:12])[c:13]1[cH:14][cH:15][cH:16][cH:17][cH:18]1.[CH2:1]([NH2:2])[CH2:3][c:4]1[cH:5][cH:6][cH:7][cH:8][cH:9]1.[CH2:54]([Cl:55])[Cl:56].[Cl:47][CH:48]([C:49](=[O:50])[Cl:51])[CH3:52].[Na+:46].[OH-:45].[OH2:53].[c:19]1([CH:25]2[NH:26][CH2:27][CH2:28][c:29]3[cH:30][cH:31][cH:32][cH:33][c:34]32)[cH:20][cH:21][cH:22][cH:23][cH:24]1.[cH:35]1[cH:36][c:37]2[c:38]([cH:39][n:40][cH:41][cH:42]2)[cH:43][cH:44]1>>[c:19]1([CH:25]2[N:26]([C:49]([CH:48]([Cl:47])[CH3:52])=[O:50])[CH2:27][CH2:28][c:29]3[cH:30][cH:31][cH:32][cH:33][c:34]32)[cH:20][cH:21][cH:22][cH:23][cH:24]1. The reactants are ClC=1C2=C(N=CN1)SC=C2C=2SC=CC2 (4-Chloro-5-(2-thienyl)thieno[2,3-d]pyrimidine), O(C1=CC=CC=C1)C1=CC=C(N)C=C1 (4-phenoxyaniline). The solvent is CC(C)O (2-propanol). Yields the product Cl.O(C1=CC=CC=C1)C1=CC=C(NC=2C3=C(N=CN2)SC=C3C=3SC=CC3)C=C1 (4-(4-Phenoxyanilino)-5-(2-thienyl)thieno[2,3-d]pyrimidine hydrochloride). Isolated yield 71.0%. RXN SMILES: [Cl:1][C:2]1[C:3]2[C:10]([C:11]3[S:12][CH:13]=[CH:14][CH:15]=3)=[CH:9][S:8][C:4]=2[N:5]=[CH:6][N:7]=1.[O:16]([C:23]1[CH:29]=[CH:28][C:26]([NH2:27])=[CH:25][CH:24]=1)[C:17]1[CH:22]=[CH:21][CH:20]=[CH:19][CH:18]=1>CC(O)C>[ClH:1].[O:16]([C:23]1[CH:24]=[CH:25][C:26]([NH:27][C:2]2[C:3]3[C:10]([C:11]4[S:12][CH:13]=[CH:14][CH:15]=4)=[CH:9][S:8][C:4]=3[N:5]=[CH:6][N:7]=2)=[CH:28][CH:29]=1)[C:17]1[CH:18]=[CH:19][CH:20]=[CH:21][CH:22]=1 |f:3.4|. Reported procedure: 4-Chloro-5-(2-thienyl)thieno[2,3-d]pyrimidine (commercially available from Maybridge Chemical Co. Ltd.) (0.126 g, 0.50 mmol) and 4-phenoxyaniline (0.116 g, 0.63 mmol) were reacted in 2-propanol (3 ml) for 6.5 hours according to Procedure A. The product was obtained as an off-white powder (0.150 g, 71%), m.p. 171-172° C. (effervescence); (Found: C, 62.60; H, 3.60, N, 9.85. C22H15N3OS2.0.67HCl requires: C, 62.06; H, 3.71; N, 9.87%); δH [2H6]-DMSO 8.58 (1H,s), 7.79-7.85 (2H,m), 7.29-7.56 (7H,m), 6.... The reactants are BrCCCc1ccccc1, O=C(c1ccccc1)C1(c2ccccc2)CCNCC1, CCCCO, [Na+], [Na+], O=C([O-])[O-]. The product is O=C(c1ccccc1)C1(c2ccccc2)CCN(CCCc2ccccc2)CC1. Reaction SMILES: [Br:21][CH2:22][CH2:23][CH2:24][c:25]1[cH:26][cH:27][cH:28][cH:29][cH:30]1.[C:1]([c:2]1[cH:3][cH:4][cH:5][cH:6][cH:7]1)(=[O:8])[C:9]1([c:15]2[cH:16][cH:17][cH:18][cH:19][cH:20]2)[CH2:10][CH2:11][NH:12][CH2:13][CH2:14]1.[CH2:37]([OH:38])[CH2:39][CH2:40][CH3:41].[Na+:31].[Na+:32].[O-:33][C:34](=[O:35])[O-:36]>>[C:1]([c:2]1[cH:3][cH:4][cH:5][cH:6][cH:7]1)(=[O:8])[C:9]1([c:15]2[cH:16][cH:17][cH:18][cH:19][cH:20]2)[CH2:10][CH2:11][N:12]([CH2:22][CH2:23][CH2:24][c:25]2[cH:26][cH:27][cH:28][cH:29][cH:30]2)[CH2:13][CH2:14]1.